Dataset: the Open Reaction Database (ORD), a public repository of structured organic reaction records. Task: describe an organic reaction: reactants, conditions, products, and yield Reactants: CCCC(=O)c1nc(CCC)n(Cc2ccc(-c3ccccc3C(=O)OC(C)(C)C)cc2)c1C#N, CCO. The product is CCCc1nc(C(O)CCC)c(C#N)n1Cc1ccc(-c2ccccc2C(=O)OC(C)(C)C)cc1. RXN SMILES: [C:1]([CH3:2])([CH3:3])([CH3:4])[O:5][C:6](=[O:7])[c:8]1[c:9](-[c:14]2[cH:15][cH:16][c:17]([CH2:20][n:21]3[c:22]([CH2:33][CH2:34][CH3:35])[n:23][c:24]([C:28]([CH2:29][CH2:30][CH3:31])=[O:32])[c:25]3[C:26]#[N:27])[cH:18][cH:19]2)[cH:10][cH:11][cH:12][cH:13]1.[CH3:36][CH2:37][OH:38]>>[C:1]([CH3:2])([CH3:3])([CH3:4])[O:5][C:6](=[O:7])[c:8]1[c:9](-[c:14]2[cH:15][cH:16][c:17]([CH2:20][n:21]3[c:22]([CH2:33][CH2:34][CH3:35])[n:23][c:24]([CH:28]([CH2:29][CH2:30][CH3:31])[OH:32])[c:25]3[C:26]#[N:27])[cH:18][cH:19]2)[cH:10][cH:11][cH:12][cH:13]1. Starting materials: CC(C)n1cccn1, [K+], O=[N+]([O-])[O-], O, O=S(=O)(O)O. Product: CC(C)n1cc([N+](=O)[O-])cn1. As a reaction SMILES: [CH:1]([CH3:2])([CH3:3])[n:4]1[n:5][cH:6][cH:7][cH:8]1.[K+:13].[N+:9](=[O:10])([O-:11])[O-:12].[OH2:14].[S:15](=[O:16])(=[O:17])([OH:18])[OH:19]>>[CH:1]([CH3:2])([CH3:3])[n:4]1[n:5][cH:6][c:7]([N+:9](=[O:10])[O-:11])[cH:8]1. Reported procedure: Into a 250-mL round-bottom flask, was placed dichloromethane (150 mL), (4-bromonaphthalen-1-yl)methanol (6.3 g, 26.57 mmol, 1.00 equiv), PCC (11.4 g, 183.72 mmol, 2.00 equiv) and 20 g Silicon dioxide. The resulting solution was stirred for 2 h at room temperature. The resulting mixture was concentrated under vacuum. The residue was applied onto a silica gel column and washed with ethyl acetate/petroleum ether (1/10-1/5). This resulted in 5.3 g (85%) of 4-bromonaphthalene-1-carbaldehyde as a whit... Reaction SMILES: [Br:1][C:2]1[C:11]2[C:6](=[CH:7][CH:8]=[CH:9][CH:10]=2)[C:5]([CH2:12][OH:13])=[CH:4][CH:3]=1.C1C=C[NH+]=CC=1.[O-][Cr](Cl)(=O)=O.[Si](=O)=O>ClCCl>[Br:1][C:2]1[C:11]2[C:6](=[CH:7][CH:8]=[CH:9][CH:10]=2)[C:5]([CH:12]=[O:13])=[CH:4][CH:3]=1 |f:1.2|. Starting materials: BrC1=CC=C(C2=CC=CC=C12)CO ((4-bromonaphthalen-1-yl)methanol), C=1C=C[NH+]=CC1.[O-][Cr](=O)(=O)Cl (PCC), [Si](=O)=O (Silicon dioxide). Yields the product BrC1=CC=C(C2=CC=CC=C12)C=O (4-bromonaphthalene-1-carbaldehyde). Run in ClCCl (dichloromethane). Run at time 2 hour. Starting materials: COC[C@@]1(CCN(C(O1)=O)[C@@H](C)C1=CC=C(C=C1)B1OC(C(O1)(C)C)(C)C)C1=CC=CC=C1 ((R)-6-(methoxymethyl)-6-phenyl-3-((S)-1-(4-(4,4,5,5-tetramethyl-1,3,2-dioxaborolan-2-yl)phenyl)ethyl)-1,3-oxazinan-2-one), ClC=1N=NC(=CC1)C (3-chloro-6-methylpyridazine). Product: COC[C@@]1(CCN(C(O1)=O)[C@@H](C)C1=CC=C(C=C1)C=1N=NC(=CC1)C)C1=CC=CC=C1 ((R)-6-(methoxymethyl)-3-((S)-1-(4-(6-methylpyridazin-3-yl)phenyl)ethyl)-6-phenyl-1,3-oxazinan-2-one). RXN SMILES: [CH3:1][O:2][CH2:3][C@@:4]1([C:28]2[CH:33]=[CH:32][CH:31]=[CH:30][CH:29]=2)[O:9][C:8](=[O:10])[N:7]([C@H:11]([C:13]2[CH:18]=[CH:17][C:16](B3OC(C)(C)C(C)(C)O3)=[CH:15][CH:14]=2)[CH3:12])[CH2:6][CH2:5]1.Cl[C:35]1[N:36]=[N:37][C:38]([CH3:41])=[CH:39][CH:40]=1>>[CH3:1][O:2][CH2:3][C@@:4]1([C:28]2[CH:29]=[CH:30][CH:31]=[CH:32][CH:33]=2)[O:9][C:8](=[O:10])[N:7]([C@H:11]([C:13]2[CH:14]=[CH:15][C:16]([C:35]3[N:36]=[N:37][C:38]([CH3:41])=[CH:39][CH:40]=3)=[CH:17][CH:18]=2)[CH3:12])[CH2:6][CH2:5]1. Procedure: The title compound was prepared from (R)-6-(methoxymethyl)-6-phenyl-3-((S)-1-(4-(4,4,5,5-tetramethyl-1,3,2-dioxaborolan-2-yl)phenyl)ethyl)-1,3-oxazinan-2-one and 3-chloro-6-methylpyridazine following a procedure analogous to that described in Example 14. Mass spectrum (ESI+): m/z=418 [M+H]+. Starting materials: CC1CCC(N1)=O (5-methyl-2-pyrrolidinone), FC1=CC=C(C=C1)S(=O)(=O)Cl (4-fluorobenzenesulfonyl chloride). The solvent is C(=O)(O)[O-].[Na+] (NaHCO3), C1CCOC1 (THF). Run at temperature 0 celsius, time 20 minute. Product: FC1=CC=C(C=C1)S(=O)(=O)N1C(CCC1C)=O (1-(4-fluorobenzenesulfonyl)-5-methyl-2-pyrrolidinone). Isolated yield 36.6%. RXN SMILES: [CH3:1][CH:2]1[NH:6][C:5](=[O:7])[CH2:4][CH2:3]1.[F:8][C:9]1[CH:14]=[CH:13][C:12]([S:15](Cl)(=[O:17])=[O:16])=[CH:11][CH:10]=1>C1COCC1.C([O-])(O)=O.[Na+]>[F:8][C:9]1[CH:14]=[CH:13][C:12]([S:15]([N:6]2[CH:2]([CH3:1])[CH2:3][CH2:4][C:5]2=[O:7])(=[O:17])=[O:16])=[CH:11][CH:10]=1 |f:3.4|. Reported procedure: A flame dried flask was charged with 444 mg sodium hydride (60% wt in oil, 11.1 mmol, 1.1 equiv) under N2. The solid was washed (2×hexanes) followed by the addition of 100 mL anhydrous THF. The solution was cooled to 0° C. followed by the addition of 1 g 5-methyl-2-pyrrolidinone (10.09 mmol, 1.0 equiv). The solution was allowed to stir for 20 min, followed by the addition of 1.96 g 4-fluorobenzenesulfonyl chloride (10.09 mmol, 1.0 equiv) in 10 mL THF. After stirring for an additional 50 min, the... The reactants are N#CCBr, CCN(C(C)C)C(C)C, ClC(Cl)Cl, ClCCl, O, O=S(=O)(c1ccccc1)c1ccc2c(c1)NCCO2. Yields the product N#CCN1CCOc2ccc(S(=O)(=O)c3ccccc3)cc21. Reaction SMILES: [Br:20][CH2:21][C:22]#[N:23].[CH:24]([N:25]([CH2:26][CH3:27])[CH:28]([CH3:29])[CH3:30])([CH3:31])[CH3:32].[CH:36]([Cl:37])([Cl:38])[Cl:39].[Cl:33][CH2:34][Cl:35].[OH2:40].[c:1]1([S:7](=[O:8])(=[O:9])[c:10]2[cH:11][cH:12][c:13]3[c:14]([cH:19]2)[NH:15][CH2:16][CH2:17][O:18]3)[cH:2][cH:3][cH:4][cH:5][cH:6]1>>[c:1]1([S:7](=[O:8])(=[O:9])[c:10]2[cH:11][cH:12][c:13]3[c:14]([cH:19]2)[N:15]([CH2:21][C:22]#[N:23])[CH2:16][CH2:17][O:18]3)[cH:2][cH:3][cH:4][cH:5][cH:6]1. Reactants: CNCc1ccccc1, CS(C)=O, CO, NC(=O)c1nc(-c2c(F)cccc2F)oc1-c1ccc(OCCCl)cc1. Product: CNCCOc1ccc(-c2oc(-c3c(F)cccc3F)nc2C(N)=O)cc1. As a reaction SMILES: [CH3:27][NH:28][CH2:29][c:30]1[cH:31][cH:32][cH:33][cH:34][cH:35]1.[CH3:36][S:37]([CH3:38])=[O:39].[CH3:40][OH:41].[Cl:1][CH2:2][CH2:3][O:4][c:5]1[cH:6][cH:7][c:8](-[c:11]2[c:12]([C:24](=[O:25])[NH2:26])[n:13][c:14](-[c:16]3[c:17]([F:23])[cH:18][cH:19][cH:20][c:21]3[F:22])[o:15]2)[cH:9][cH:10]1>>[CH2:2]([CH2:3][O:4][c:5]1[cH:6][cH:7][c:8](-[c:11]2[c:12]([C:24](=[O:25])[NH2:26])[n:13][c:14](-[c:16]3[c:17]([F:23])[cH:18][cH:19][cH:20][c:21]3[F:22])[o:15]2)[cH:9][cH:10]1)[NH:28][CH3:27]. Reactants: CCOC(=O)c1cn2c3c(c(N4CCNC(C)C4)c(Cl)cc3c1=O)C=CC2C, CCO, Cl, [Na+], [OH-]. The product is CC1CN(c2c(Cl)cc3c(=O)c(C(=O)O)cn4c3c2C=CC4C)CCN1. Reaction SMILES: [CH2:1]([CH3:2])[O:3][C:4](=[O:5])[c:6]1[cH:7][n:8]2[c:13]3[c:12]([c:19]([N:20]4[CH2:21][CH:22]([CH3:26])[NH:23][CH2:24][CH2:25]4)[c:18]([Cl:27])[cH:17][c:14]3[c:15]1=[O:16])[CH:11]=[CH:10][CH:9]2[CH3:28].[CH3:32][CH2:33][OH:34].[ClH:31].[Na+:30].[OH-:29]>>[O:3]=[C:4]([OH:5])[c:6]1[cH:7][n:8]2[c:13]3[c:12]([c:19]([N:20]4[CH2:21][CH:22]([CH3:26])[NH:23][CH2:24][CH2:25]4)[c:18]([Cl:27])[cH:17][c:14]3[c:15]1=[O:16])[CH:11]=[CH:10][CH:9]2[CH3:28]. The reactants are Cl (HCl), ClC=1C=C(C=CC1)C(CNC(CC1=CC2=C(OC(O2)(C(=O)O)C(=O)O)C=C1)C)O (5-{2-[2-(3-chloro-phenyl)-2-hydroxy-ethylamino]-propyl}-benzo[1,3]dioxole-2,2-dicarboxylic acid), O1C(CCC1)CO (tetrahydrofuran-2-ylmethanol), [K+].[Br-] (KBr). Procedure: The title compound was prepared from 5-{2-[2-(3-chloro-phenyl)-2-hydroxy-ethylamino]-propyl}-benzo[1,3]dioxole-2,2-dicarboxylic acid and tetrahydrofuran-2-ylmethanol according to the procedure of Example 1 as an off-white solid; 1H NMR (DMSO-d6,400 MHz) δ 1.1 (d, J=6.37 Hz, 3H, CH3), 1.43-1.6 (m, 2H, CH2) 1.65-1.8 (m, 4H, CH2), 1.98-2.0 (m, 2H, CH2), 2.6 (m, 1H, CH), 3-3.3 (m, 3H, CH, CH2), 3.4 (brs, 1H, CH), 3.57-3.7 (m, 4H, CH2), 4.05 (m, 2H, CH2), 4.2 (m, 2H, CH2), 4.3 (m, 2H, CH2), 5.04 (m, ... The product is O1C(CCC1)COC(=O)C1(OC2=C(O1)C=CC(=C2)C[C@@H](C)NC[C@H](O)C2=CC(=CC=C2)Cl)C(=O)OCC2OCCC2 (5-{(2R)-2-[(2R)-2-(3-Chloro-phenyl)-2-hydroxy-ethylamino]-propyl}-benzo[1,3]dioxole-2,2-dicarboxylic aicd bis-(tetrahydro-furan-2-ylmethyl) ester). RXN SMILES: [Cl:1][C:2]1[CH:3]=[C:4]([CH:8]([OH:29])[CH2:9][NH:10][CH:11]([CH3:28])[CH2:12][C:13]2[CH:27]=[CH:26][C:16]3[O:17][C:18]([C:23]([OH:25])=[O:24])([C:20]([OH:22])=[O:21])[O:19][C:15]=3[CH:14]=2)[CH:5]=[CH:6][CH:7]=1.[O:30]1[CH2:34][CH2:33][CH2:32][CH:31]1[CH2:35]O.[K+].[Br-].Cl>>[O:30]1[CH2:34][CH2:33][CH2:32][CH:31]1[CH2:35][O:24][C:23]([C:18]1([C:20]([O:22][CH2:35][CH:31]2[CH2:32][CH2:33][CH2:34][O:30]2)=[O:21])[O:17][C:16]2[CH:26]=[CH:27][C:13]([CH2:12][C@H:11]([NH:10][CH2:9][C@@H:8]([C:4]3[CH:5]=[CH:6][CH:7]=[C:2]([Cl:1])[CH:3]=3)[OH:29])[CH3:28])=[CH:14][C:15]=2[O:19]1)=[O:25] |f:2.3|. The reactants are CC1CCC(=O)N1Cc1ccccc1, C1CCOC1, CC(C)[N-]C(C)C, CC(=O)O, CC(C)c1cc(C(C)C)c(S(=O)(=O)N=[N+]=[N-])c(C(C)C)c1, [Li+]. Yields the product CC1CC(N=[N+]=[N-])C(=O)N1Cc1ccccc1. As a reaction SMILES: [CH2:1]([c:2]1[cH:3][cH:4][cH:5][cH:6][cH:7]1)[N:8]1[C:9](=[O:14])[CH2:10][CH2:11][CH:12]1[CH3:13].[CH2:48]1[O:49][CH2:50][CH2:51][CH2:52]1.[CH3:16][CH:17]([N-:18][CH:19]([CH3:20])[CH3:21])[CH3:22].[CH3:44][C:45](=[O:46])[OH:47].[CH:23]([c:24]1[cH:25][c:26]([CH:27]([CH3:28])[CH3:29])[cH:30][c:31]([CH:32]([CH3:33])[CH3:34])[c:35]1[S:36](=[O:37])(=[O:38])[N:41]=[N+:42]=[N-:43])([CH3:39])[CH3:40].[Li+:15]>>[CH2:1]([c:2]1[cH:3][cH:4][cH:5][cH:6][cH:7]1)[N:8]1[C:9](=[O:14])[CH:10]([N:41]=[N+:42]=[N-:43])[CH2:11][CH:12]1[CH3:13].